Dataset: the Open Reaction Database (ORD), a public repository of structured organic reaction records. Task: describe an organic reaction: reactants, conditions, products, and yield Starting materials: N, B1([C@@H]2[C@H]([C@H]3C([C@@H](C2)C3)(C)C)C)[C@H]2CCC[C@@H]1CCC2, C1CN(C[C@@H](C1=O)O)S(=O)(=O)C. The reagents and catalysts are c1ccc(cc1)-c2c3ccccc3cc4ccccc24 (9-Phenylanthracene), CC(C)[O-].CC(C)[O-].CC(C)[O-].CC(C)[O-].[Ti+4] (Ti(OiPr)4). Run at temperature 25 celsius, time 18 hour. The product is CS(=O)(=O)N1CC[C@@H](N)[C@@H](O)C1. As a reaction SMILES: [CH3:1][S:2]([N:5]1[CH2:11][C@H:9]([OH:10])[C:8](=O)[CH2:7][CH2:6]1)(=[O:4])=[O:3].[NH3:12].C[C@H]1[C@@H](C(C)(C)[C@H]2C[C@@H]1B([C@H]3CCC4)[C@H]4CCC3)C2>>[CH3:1][S:2]([N:5]1[CH2:11][C@H:9]([OH:10])[C@H:8]([NH2:12])[CH2:7][CH2:6]1)(=[O:4])=[O:3]. Reactants: NC1=CC=C(C=C1)SC1=C/C(/NC2=CC=CC=C12)=C/1\C(=NNC1=O)CCC ((Z)-4-(4-(4-aminophenylthio)quinolin-2(1H)-ylidene)-3-propyl-1H-pyrazol-5(4H)-one), C(CCC)(=O)Cl (butyryl chloride), C25H26N4O2S. The solvent is C1CCOC1 (THF). Yields the product O=C1\C(\C(=NN1)CCC)=C\1/NC2=CC=CC=C2C(=C1)SC1=CC=C(C=C1)NC(CCC)=O ((Z)—N-(4-(2-(5-oxo-3-propyl-1H-pyrazol-4(5H)-ylidene)-1,2-dihydroquinolin-4-ylthio)phenyl)butyramide). Reaction SMILES: [NH2:1][C:2]1[CH:7]=[CH:6][C:5]([S:8][C:9]2[C:18]3[C:13](=[CH:14][CH:15]=[CH:16][CH:17]=3)[NH:12]/[C:11](=[C:19]3/[C:20]([CH2:25][CH2:26][CH3:27])=[N:21][NH:22][C:23]/3=[O:24])/[CH:10]=2)=[CH:4][CH:3]=1.[C:28](Cl)(=[O:32])[CH2:29][CH2:30][CH3:31]>C1COCC1>[O:24]=[C:23]1[NH:22][N:21]=[C:20]([CH2:25][CH2:26][CH3:27])/[C:19]/1=[C:11]1/[NH:12][C:13]2[C:18]([C:9]([S:8][C:5]3[CH:4]=[CH:3][C:2]([NH:1][C:28](=[O:32])[CH2:29][CH2:30][CH3:31])=[CH:7][CH:6]=3)=[CH:10]/1)=[CH:17][CH:16]=[CH:15][CH:14]=2. Procedure details: The title compound was synthesized using (Z)-4-(4-(4-aminophenylthio)quinolin-2(1H)-ylidene)-3-propyl-1H-pyrazol-5(4H)-one and butyryl chloride in THF according to the procedure described in the synthesis of Example 26. 1H NMR (400 MHz, DMSO-d6) δ ppm 0.69 (t, J=7.33 Hz, 3H) 0.94 (t, J=7.33 Hz, 3H) 1.26-1.35 (m, J=7.36, 7.36, 7.36, 7.36, 7.20 Hz, 2H) 1.59-1.69 (m, J=7.38, 7.38, 7.38, 7.38, 7.38 Hz, 2H) 2.21 (t, J=7.20 Hz, 2H) 2.34 (t, J=7.20 Hz, 2H) 6.74 (s, 1H) 7.62 (t, J=7.71 Hz, 1H) 7.68 (d, ...